Dataset: the Open Reaction Database (ORD), a public repository of structured organic reaction records. Task: describe an organic reaction: reactants, conditions, products, and yield Reactants: ClC1=CC=C(C(=N1)C)[N+](=O)[O-] (6-chloro-2-methyl-3-nitropyridine), C(=O)([O-])[O-].[K+].[K+] (K2CO3), Cl.FC1(CNCC1)F (3,3-difluoropyrrolidine hydrochloride). The solvent is C(C)(=O)OCC (ethyl acetate), CN(C)C=O (DMF). Conditions: temperature 80 celsius. Product: FC1(CN(CC1)C1=CC=C(C(=N1)C)[N+](=O)[O-])F (6-(3,3-Difluoropyrrolidin-1-yl)-2-methyl-3-nitropyridine). The yield is 47.3%. RXN SMILES: Cl[C:2]1[N:7]=[C:6]([CH3:8])[C:5]([N+:9]([O-:11])=[O:10])=[CH:4][CH:3]=1.C([O-])([O-])=O.[K+].[K+].Cl.[F:19][C:20]1([F:25])[CH2:24][CH2:23][NH:22][CH2:21]1>CN(C=O)C.C(OCC)(=O)C>[F:19][C:20]1([F:25])[CH2:24][CH2:23][N:22]([C:2]2[N:7]=[C:6]([CH3:8])[C:5]([N+:9]([O-:11])=[O:10])=[CH:4][CH:3]=2)[CH2:21]1 |f:1.2.3,4.5|. Procedure: To a solution of 6-chloro-2-methyl-3-nitropyridine (0.3 g, 1.74 mmol) in DMF (2 mL) was added K2CO3 (0.72 g, 5.23 mmol) followed by 3,3-difluoropyrrolidine hydrochloride (0.74 g, 5.23 mmol) and the reaction mixture was heated for 4 h at 80° C. The reaction mixture was then diluted with ethyl acetate and the organic layer was washed with saturated aqueous sodium bicarbonate solution. The organic layer was then dried over sodium sulphate and concentrated. The crude material obtained was purified b... Reactants: O (water), C([O-])([O-])=O.[K+].[K+] (potassium carbonate), FC1=NC=CC=C1C(F)(F)F (2-fluoro-3-(trifluoromethyl)pyridine), NC1=NC=C(C=C1C1=CC=C(C=C1)O)Cl (4-(2-amino-5-chloropyridin-3-yl)phenol). Solvent: CS(=O)C (DMSO). Run at temperature 120 celsius, time 3 hour. Yields the product ClC=1C=C(C(=NC1)N)C1=CC=C(C=C1)OC1=NC=CC=C1C(F)(F)F (5-chloro-3-(4-{[3-(trifluoromethyl)pyridin-2-yl]oxy}phenyl)pyridin-2-amine). The yield is 94.5%. As a reaction SMILES: C(=O)([O-])[O-].[K+].[K+].F[C:8]1[C:13]([C:14]([F:17])([F:16])[F:15])=[CH:12][CH:11]=[CH:10][N:9]=1.[NH2:18][C:19]1[C:24]([C:25]2[CH:30]=[CH:29][C:28]([OH:31])=[CH:27][CH:26]=2)=[CH:23][C:22]([Cl:32])=[CH:21][N:20]=1.O>CS(C)=O>[Cl:32][C:22]1[CH:23]=[C:24]([C:25]2[CH:26]=[CH:27][C:28]([O:31][C:8]3[C:13]([C:14]([F:17])([F:16])[F:15])=[CH:12][CH:11]=[CH:10][N:9]=3)=[CH:29][CH:30]=2)[C:19]([NH2:18])=[N:20][CH:21]=1 |f:0.1.2|. Reported procedure: A mixture of potassium carbonate (376 mg), 2-fluoro-3-(trifluoromethyl)pyridine (269 mg) and 4-(2-amino-5-chloropyridin-3-yl)phenol (300 mg) in DMSO (10 mL) was stirred at 120° C. for 3 hr. The mixture was poured into water and extracted with EtOAc. The organic layer was separated, washed with 1N NaOH aq. and brine, dried over anhydrous magnesium sulfate and concentrated in vacuo. The residue was purified by column chromatography (NH silica gel, eluted with EtOAc in hexane) to give the title com... The reactants are C1(CC1)C=1NC(N(N1)C1=C(C=CC=C1)[N+](=O)[O-])=O (5-cyclopropyl-2,4-dihydro-2-(2-nitrophenyl)-3H-1,2,4-triazol-3-one), crude product, N(=[N+]=[N-])CC1=CC=C(C=C1)C1=C(C=CC=C1)C1=NN=NN1C(C1=CC=CC=C1)(C1=CC=CC=C1)C1=CC=CC=C1 (5-[4'-(Azidomethyl)biphenyl-2-yl]-N-trityltetrazole), [H-].[Na+] (sodium hydride). Procedure details: The alkylation of 5-cyclopropyl-2,4-dihydro-2-(2-nitrophenyl)-3H-1,2,4-triazol-3-one with 5-[4'-bromomethyl)biphenyl-2-yl]-N-trityltetrazole (see Example 2, Step B) was carried out as described in Example 4, Step D, except that a 20% excess of sodium hydride and 20% excess of the alkylating agent were used. After work-up, the crude product mixture was flash chromatographed on silica gel (124 mL for 0.467 mmole, eluted with 0.5% MeOH/CH2Cl2) to give a 59% yield of the desired material as a yellow... The yield is 59.0%. Product: C1(CC1)C=1N(C(N(N1)C1=C(C=CC=C1)[N+](=O)[O-])=O)CC1=CC=C(C=C1)C1=C(C=CC=C1)C1=NN=NN1C(C1=CC=CC=C1)(C1=CC=CC=C1)C1=CC=CC=C1 (5-Cyclopropyl-2,4-dihydro-2-(2-nitrophenyl)-4-[[2'-(N-trityltetrazol-5-yl)biphenyl-4-yl]methyl]-3H-1,2,4-triazol-3-one). RXN SMILES: [CH:1]1([C:4]2[NH:5][C:6](=[O:18])[N:7]([C:9]3[CH:14]=[CH:13][CH:12]=[CH:11][C:10]=3[N+:15]([O-:17])=[O:16])[N:8]=2)[CH2:3][CH2:2]1.N([CH2:22][C:23]1[CH:28]=[CH:27][C:26]([C:29]2[CH:34]=[CH:33][CH:32]=[CH:31][C:30]=2[C:35]2[N:39]([C:40]([C:53]3[CH:58]=[CH:57][CH:56]=[CH:55][CH:54]=3)([C:47]3[CH:52]=[CH:51][CH:50]=[CH:49][CH:48]=3)[C:41]3[CH:46]=[CH:45][CH:44]=[CH:43][CH:42]=3)[N:38]=[N:37][N:36]=2)=[CH:25][CH:24]=1)=[N+]=[N-].[H-].[Na+]>>[CH:1]1([C:4]2[N:5]([CH2:22][C:23]3[CH:24]=[CH:25][C:26]([C:29]4[CH:34]=[CH:33][CH:32]=[CH:31][C:30]=4[C:35]4[N:39]([C:40]([C:53]5[CH:58]=[CH:57][CH:56]=[CH:55][CH:54]=5)([C:47]5[CH:48]=[CH:49][CH:50]=[CH:51][CH:52]=5)[C:41]5[CH:46]=[CH:45][CH:44]=[CH:43][CH:42]=5)[N:38]=[N:37][N:36]=4)=[CH:27][CH:28]=3)[C:6](=[O:18])[N:7]([C:9]3[CH:14]=[CH:13][CH:12]=[CH:11][C:10]=3[N+:15]([O-:17])=[O:16])[N:8]=2)[CH2:3][CH2:2]1 |f:2.3|. Starting materials: BrN1C(CCC1=O)=O (1-Bromo-2,5-pyrrolidinedione), ClC=1C=C2C(=C(N(C2=CC1)CC(=O)O)C)C1=CC=NC2=CC(=CC=C12)Cl ([5-chloro-3-(7-chloroquinolin-4-yl)-2-methyl-1H-indol-1-yl]acetic acid), C[S-].[Na+] (Sodium thiomethoxide). The solvent is CN(C)C=O (DMF). Conditions: time 10 minute. Yields the product ClC=1C=C2C(=C(N(C2=CC1)CC(=O)O)CSC)C1=CC=NC2=CC(=CC=C12)Cl (5-Chloro-3-(7-chloro-4-quinolinyl)-2-[(methylthio)methyl]-1H-indole-1-acetic acid). RXN SMILES: BrN1C(=O)CCC1=O.[Cl:9][C:10]1[CH:11]=[C:12]2[C:16](=[CH:17][CH:18]=1)[N:15]([CH2:19][C:20]([OH:22])=[O:21])[C:14]([CH3:23])=[C:13]2[C:24]1[C:33]2[C:28](=[CH:29][C:30]([Cl:34])=[CH:31][CH:32]=2)[N:27]=[CH:26][CH:25]=1.[CH3:35][S-:36].[Na+]>CN(C=O)C>[Cl:9][C:10]1[CH:11]=[C:12]2[C:16](=[CH:17][CH:18]=1)[N:15]([CH2:19][C:20]([OH:22])=[O:21])[C:14]([CH2:23][S:36][CH3:35])=[C:13]2[C:24]1[C:33]2[C:28](=[CH:29][C:30]([Cl:34])=[CH:31][CH:32]=2)[N:27]=[CH:26][CH:25]=1 |f:2.3|. Procedure details: 1-Bromo-2,5-pyrrolidinedione (0.11 g) was added to a solution of the product from Example 27 step b) (0.2 g) in DMF (2 ml), and the solution stirred for 10 min. Sodium thiomethoxide (43 mg) was then added and the mixture stirred for a further 3 hours. The solvents were evaporated in vacuo and the residue purified by reverse phase HPLC. The residue was triturated with ether to give a solid, which was filtered and dried to yield the title compound as a white solid (40 mg). The product is C(C)(=O)O.NC=1N=C(SC1C(=O)C1=CC(=CC=C1)OC)NC1=CC=C(C=C1)OC[C@@H](C)N1CCCC1 ([R]-[4-Amino-2-[4-(2-pyrrolidin-1-yl-propoxy)-phenylamino]-thiazol-5-yl]-(3-methoxy-phenyl)-methanone; Compound With Acetic Acid). Procedure details: This compound was prepared from cyanamide, [R]-1-[2-(4-isothiocyanato-phenoxy)-1-methyl-ethyl)-pyrrolidine (of Example 11) and 2-bromo-1-(3-methoxyphenyl)ethanone (Aldrich) following the procedure used in Example 118. Mass spectrum (ES) MH+=453. The reactants are N#CN (cyanamide), N(=C=S)C1=CC=C(OC[C@@H](C)N2CCCC2)C=C1 ((R)-1-[2-(4-Isothiocyanato-phenoxy)-1-methyl-ethyl]-pyrrolidine), BrCC(=O)C1=CC(=CC=C1)OC (2-bromo-1-(3-methoxyphenyl)ethanone). Reaction SMILES: [N:1]#[C:2][NH2:3].[N:4]([C:7]1[CH:21]=[CH:20][C:10]([O:11][CH2:12][C@H:13]([N:15]2[CH2:19][CH2:18][CH2:17][CH2:16]2)[CH3:14])=[CH:9][CH:8]=1)=[C:5]=[S:6].Br[CH2:23][C:24]([C:26]1[CH:31]=[CH:30][CH:29]=[C:28]([O:32][CH3:33])[CH:27]=1)=[O:25]>>[C:10]([OH:25])(=[O:11])[CH3:20].[NH2:1][C:2]1[N:3]=[C:5]([NH:4][C:7]2[CH:8]=[CH:9][C:10]([O:11][CH2:12][C@H:13]([N:15]3[CH2:16][CH2:17][CH2:18][CH2:19]3)[CH3:14])=[CH:20][CH:21]=2)[S:6][C:23]=1[C:24]([C:26]1[CH:31]=[CH:30][CH:29]=[C:28]([O:32][CH3:33])[CH:27]=1)=[O:25] |f:3.4|. Starting materials: C(C)(=O)OCC=1CS[C@H]2N(C1C(=O)O)C(C2NC(C(=NOC2C(OCC2)=O)C=2N=C(SC2)N)=O)=O (3-acetoxymethyl-7-[2-(2-amino-4-thiazolyl)-2-(2-oxo-3-tetrahydrofuranyloxyimino)-acetamido]-ceph-3-eme-4-carboxylic acid), C(C)(=O)[O-].[Na+] (sodium acetate). Run in CO (methanol), CO (methanol). Yields the product C(C)(=O)OCC=1CS[C@H]2N(C1C(=O)[O-])C(C2NC(C(=NOC2C(OCC2)=O)C=2N=C(SC2)N)=O)=O.[Na+] (sodium 3-acetoxymethyl-7-[2-(2-amino-4-thiazolyl)-2-(2-oxo-3-tetrahydrofuranyloxyimino)-acetamido]-ceph-3-eme-4-carboxylate). As a reaction SMILES: [C:1]([O:4][CH2:5][C:6]1[CH2:7][S:8][C@@H:9]2[CH:16]([NH:17][C:18](=[O:34])[C:19]([C:28]3[N:29]=[C:30]([NH2:33])[S:31][CH:32]=3)=[N:20][O:21][CH:22]3[CH2:26][CH2:25][O:24][C:23]3=[O:27])[C:15](=[O:35])[N:10]2[C:11]=1[C:12]([OH:14])=[O:13])(=[O:3])[CH3:2].C([O-])(=O)C.[Na+:40]>CO>[C:1]([O:4][CH2:5][C:6]1[CH2:7][S:8][C@@H:9]2[CH:16]([NH:17][C:18](=[O:34])[C:19]([C:28]3[N:29]=[C:30]([NH2:33])[S:31][CH:32]=3)=[N:20][O:21][CH:22]3[CH2:26][CH2:25][O:24][C:23]3=[O:27])[C:15](=[O:35])[N:10]2[C:11]=1[C:12]([O-:14])=[O:13])(=[O:3])[CH3:2].[Na+:40] |f:1.2,4.5|. Reported procedure: A solution of 0.283 g of the product of Example 8, 1 ml of 1 M sodium acetate in methanol and 1 ml of methanol was treated with 30 g of activated carbon and the mixture was filtered. The filter was rinsed 3 times with methanol and the filtrate was evaporated under reduced pressure at a temperature less than 30° C. to a volume of 1 ml. The solution was diluted with 10 ml of ethanol at 100° C. and was vacuum filtered. The mixture was rinsed with 100° C. ethanol and then with ether to obtain 0.165 ... The reactants are N1C=C(C=2C1=NC=CC2)C=C2C(C(=C(O2)NC2=C(C=C(C=C2)F)F)C(=O)OCC)=O (Ethyl 5-[(1H-pyrrolo[2,3-b]pyridin-3-yl)methylene]-2-[(2,4-difluorophenyl)amino]-4-oxo-4,5-dihydrofuran-3-carboxylate), [OH-].[K+] (potassium hydroxide). The solvent is C(C)O (ethanol), O (water), Cl (hydrochloric acid). Reaction conditions: temperature 95 celsius, time 3 hour. Yields the product N1C=C(C=2C1=NC=CC2)C=C2C(C(=C(O2)NC2=C(C=C(C=C2)F)F)C(=O)O)=O (5-[(1H-Pyrrolo[2,3-b]pyridin-3-yl)methylene]-2-[(2,4-difluorophenyl)amino]-4-oxo-4,5-dihydrofuran-3-carboxylic acid). Yield: 110.2%. RXN SMILES: [NH:1]1[C:5]2=[N:6][CH:7]=[CH:8][CH:9]=[C:4]2[C:3]([CH:10]=[C:11]2[O:15][C:14]([NH:16][C:17]3[CH:22]=[CH:21][C:20]([F:23])=[CH:19][C:18]=3[F:24])=[C:13]([C:25]([O:27]CC)=[O:26])[C:12]2=[O:30])=[CH:2]1.[OH-].[K+]>C(O)C.O.Cl>[NH:1]1[C:5]2=[N:6][CH:7]=[CH:8][CH:9]=[C:4]2[C:3]([CH:10]=[C:11]2[O:15][C:14]([NH:16][C:17]3[CH:22]=[CH:21][C:20]([F:23])=[CH:19][C:18]=3[F:24])=[C:13]([C:25]([OH:27])=[O:26])[C:12]2=[O:30])=[CH:2]1 |f:1.2|. Reported procedure: To a solution of the compound (0.20 g, 0.45 mmol) of Example 53 in ethanol (2.0 mL), aqueous 50% w/v potassium hydroxide solution (0.5 mL) was added at ambient temperature. The mixture was stirred at 95° C. for 3 h. Cooled to ambient temperature, diluted with water and conc. hydrochloric acid was added dropwise to neutralize. The precipitate was collected by filtration, washed with ethanol and diisopropyl ether then dried to afford the titled compound as solid (0.19 g, y. 98%). Reactants: C(C1=CC=CC=C1)OC1=CC=C(CCO)C=C1 (4-benzyloxy phenethyl alcohol), CC(C)([O-])C.[K+] (potassium tert-butoxide), C(C=C)Br (allyl bromide). Run in CS(=O)C (DMSO). Conditions: temperature 50 celsius, time 30 minute. Yields the product C(C=C)OCCC1=CC=C(C=C1)OCC1=CC=CC=C1 (1-(2-Allyloxyethyl)-4-benzyloxy benzene). Reaction SMILES: [CH2:1]([O:8][C:9]1[CH:17]=[CH:16][C:12]([CH2:13][CH2:14][OH:15])=[CH:11][CH:10]=1)[C:2]1[CH:7]=[CH:6][CH:5]=[CH:4][CH:3]=1.[CH3:18][C:19](C)([O-])[CH3:20].[K+].C(Br)C=C>CS(C)=O>[CH2:20]([O:15][CH2:14][CH2:13][C:12]1[CH:11]=[CH:10][C:9]([O:8][CH2:1][C:2]2[CH:3]=[CH:4][CH:5]=[CH:6][CH:7]=2)=[CH:17][CH:16]=1)[CH:19]=[CH2:18] |f:1.2|. Reported procedure: A reaction flask was charged with 4-benzyloxy phenethyl alcohol of formula (6), (12 g, 0.052 mol), potassium tert-butoxide (8.842 g, 0.079 ml) and 50 ml and DMSO. The mixture was stirred under nitrogen at 50° C. for 30 minutes. A solution of allyl bromide (6.8 ml, 0.079 mol) was added drop wise to the reaction mixture with cooling about 20–25° C. The mixture was then stirred at 50° C. for 2 h. and cooled to room temperature. The reaction mixture was subsequently quenched with 150 ml of water. Th...